From a dataset of the Open Reaction Database (ORD), a public repository of structured organic reaction records. describe an organic reaction: reactants, conditions, products, and yield The reactants are C1C(O1)CO (glycidol), CNCCCCCCCCCCCCCCCCCC (N-methyl-octadecylamine). The solvent is C1(=CC=CC=C1)C (toluene). Reaction conditions: time 3 hour. Product: CN(CC(CO)O)CCCCCCCCCCCCCCCCCC (3-(N-methyl-octadecylamino)-1,2-propanediol). Isolated yield 74.6%. As a reaction SMILES: [CH2:1]1[O:3][CH:2]1[CH2:4][OH:5].[CH3:6][NH:7][CH2:8][CH2:9][CH2:10][CH2:11][CH2:12][CH2:13][CH2:14][CH2:15][CH2:16][CH2:17][CH2:18][CH2:19][CH2:20][CH2:21][CH2:22][CH2:23][CH2:24][CH3:25]>C1(C)C=CC=CC=1>[CH3:6][N:7]([CH2:8][CH2:9][CH2:10][CH2:11][CH2:12][CH2:13][CH2:14][CH2:15][CH2:16][CH2:17][CH2:18][CH2:19][CH2:20][CH2:21][CH2:22][CH2:23][CH2:24][CH3:25])[CH2:1][CH:2]([OH:3])[CH2:4][OH:5]. Procedure details: A mixture of glycidol (4 ml, 60 mmol) and N-methyl-octadecylamine (16 g, 60 mmol) in dry toluene (50 ml) was refluxed under stirring for 3 hours. After evaporation of the solvent, the residue was crystallized to yield 16 g (84%) of the title compound. m.p. 59° C. (Hexane).